Task: describe an organic reaction: reactants, conditions, products, and yield. Dataset: the Open Reaction Database (ORD), a public repository of structured organic reaction records Starting materials: O=Cc1ccc(Br)cc1, CC(=O)O, N#C[K], COC(=O)c1ccccc1N, O. Yields the product COC(=O)c1ccccc1NC(C#N)c1ccc(Br)cc1. RXN SMILES: [Br:12][c:13]1[cH:14][cH:15][c:16]([CH:17]=[O:18])[cH:19][cH:20]1.[CH3:21][C:22](=[O:23])[OH:24].[K:25][C:26]#[N:27].[NH2:1][c:2]1[c:3]([C:4](=[O:5])[O:6][CH3:7])[cH:8][cH:9][cH:10][cH:11]1.[OH2:28]>>[NH:1]([c:2]1[c:3]([C:4](=[O:5])[O:6][CH3:7])[cH:8][cH:9][cH:10][cH:11]1)[CH:17]([c:16]1[cH:15][cH:14][c:13]([Br:12])[cH:20][cH:19]1)[C:26]#[N:27]. The reactants are N1(CCCCC1)CCOCC(CC(=O)OCCCC1=CC=CC=C1)=O (3-phenylpropyl 4-(2-(1-piperidinyl)ethoxy)acetoacetate), ClC=1C=C(C=O)C=CC1Cl (3,4-dichlorobenzaldehyde), Cl.C(N)(=N)C=1OC=CC1 (2-amidinofuran hydrochloride), C(O)([O-])=O.[Na+] (sodium hydrogen carbonate). The solvent is CN(C=O)C (N,N-dimethylformamide). Reaction conditions: temperature 60 celsius. The product is ClC=1C=C(C=CC1Cl)C1N=C(NC(=C1C(=O)OCCCC1=CC=CC=C1)COCCN1CCCCC1)C=1OC=CC1 (3-Phenylpropyl 4-(3,4-dichlorophenyl)-2-(2-furyl)-6-[(2-(1-piperidinyl)ethoxy)methyl]-1,4-dihydropyrimidine-5-carboxylate). Yield: 11.2%. As a reaction SMILES: [N:1]1([CH2:7][CH2:8][O:9][CH2:10][C:11](=O)[CH2:12][C:13]([O:15][CH2:16][CH2:17][CH2:18][C:19]2[CH:24]=[CH:23][CH:22]=[CH:21][CH:20]=2)=[O:14])[CH2:6][CH2:5][CH2:4][CH2:3][CH2:2]1.[Cl:26][C:27]1[CH:28]=[C:29]([CH:32]=[CH:33][C:34]=1[Cl:35])[CH:30]=O.Cl.[C:37]([C:40]1[O:41][CH:42]=[CH:43][CH:44]=1)(=[NH:39])[NH2:38].C(=O)([O-])O.[Na+]>CN(C)C=O>[Cl:26][C:27]1[CH:28]=[C:29]([CH:30]2[C:12]([C:13]([O:15][CH2:16][CH2:17][CH2:18][C:19]3[CH:24]=[CH:23][CH:22]=[CH:21][CH:20]=3)=[O:14])=[C:11]([CH2:10][O:9][CH2:8][CH2:7][N:1]3[CH2:6][CH2:5][CH2:4][CH2:3][CH2:2]3)[NH:39][C:37]([C:40]3[O:41][CH:42]=[CH:43][CH:44]=3)=[N:38]2)[CH:32]=[CH:33][C:34]=1[Cl:35] |f:2.3,4.5|. Procedure details: A mixture of 3-phenylpropyl 4-(2-(1-piperidinyl)ethoxy)acetoacetate (3.22 g, 9.27 mmol), 3,4-dichlorobenzaldehyde (1.62 g, 9.27 mmol), 2-amidinofuran hydrochloride (1.36 g, 9.27 mmol) and sodium hydrogen carbonate (0.78 g, 9.27 mmol) was stirred in N,N-dimethylformamide (15 mL) for 3 days at room temperature and then heated to 60° C. for 6 days. The DMF was removed in vacuo and ethyl acetate was added to the residue. The precipitate was removed by filtration and the filtrate was washed with wate... Starting materials: C(C)N1C(=O)N(C=2N=C(N(C2C1=O)C)\C=C\C1=CC=C(C=C1)O)CC ((E)-1,3-Diethyl-8-(4-hydroxystyryl)-7-methylxanthine), O (Water), C([O-])([O-])=O.[K+].[K+] (potassium carbonate), ClCC(=O)OCC (ethyl chloroacetate), C([O-])([O-])=O.[K+].[K+] (potassium carbonate). Solvent: CN(C=O)C (dimethylformamide). Conditions: time 2 hour. The product is C(C)OC(=O)COC1=CC=C(/C=C/C2=NC=3N(C(N(C(C3N2C)=O)CC)=O)CC)C=C1 ((E)-8-(4-Ethoxycarbonylmethoxystyryl)-1,3-diethyl-7-methylxanthine). Yield: 90.9%. Reaction SMILES: [CH2:1]([N:3]1[C:12](=[O:13])[C:11]2[N:10]([CH3:14])[C:9](/[CH:15]=[CH:16]/[C:17]3[CH:22]=[CH:21][C:20]([OH:23])=[CH:19][CH:18]=3)=[N:8][C:7]=2[N:6]([CH2:24][CH3:25])[C:4]1=[O:5])[CH3:2].C(=O)([O-])[O-].[K+].[K+].Cl[CH2:33][C:34]([O:36][CH2:37][CH3:38])=[O:35].O>CN(C)C=O>[CH2:37]([O:36][C:34]([CH2:33][O:23][C:20]1[CH:19]=[CH:18][C:17](/[CH:16]=[CH:15]/[C:9]2[N:10]([CH3:14])[C:11]3[C:12](=[O:13])[N:3]([CH2:1][CH3:2])[C:4](=[O:5])[N:6]([CH2:24][CH3:25])[C:7]=3[N:8]=2)=[CH:22][CH:21]=1)=[O:35])[CH3:38] |f:1.2.3|. Procedure details: Compound 175 (300 mg, 0.88 mmol) obtained in Reference Example 114 was dissolved in 10 ml of dimethylformamide. To the solution were added 731 mg (5.29 mmol) of potassium carbonate and 0.47 ml (4.41 mmol) of ethyl chloroacetate, and the mixture was stirred at room temperature for 2 hours. Water was added thereto to dissolve potassium carbonate and the deposited crystals were collected by filtration. The collected crude crystals were dissolved in chloroform, washed with a saturated aqueous soluti... Starting materials: BrC1=C(C=C(C=C1)C=1OC(=NN1)C)C (2-(4-bromo-3-methylphenyl)-5-methyl-[1,3,4]oxadiazole), CC1(OB(OC1(C)C)C1=C(C(=O)NC=2SC=CN2)C=CC=C1)C (4,4,5,5-tetramethyl-[1,3,2]dioxaborolan-2-yl-N-(thiazol-2-yl)-benzamide), CC1=C(C=C(C(=O)NC=2SC=CN2)C=C1)B1OC(C(O1)(C)C)(C)C (4-Methyl-3-(4,4,5,5-tetramethyl-[1,3,2]dioxaborolan-2-yl)-N-(thiazol-2-yl)-benzamide). Product: S1C(=NC=C1)NC(=O)C=1C=C(C(=CC1)C)C1=C(C=C(C=C1)C=1OC(=NN1)C)C (6,2′-Dimethyl-4′-(5-methyl-[1,3,4]oxadiazol-2-yl)-biphenyl-3-carboxylic acid thiazol-2-ylamide). As a reaction SMILES: Br[C:2]1[CH:7]=[CH:6][C:5]([C:8]2[O:9][C:10]([CH3:13])=[N:11][N:12]=2)=[CH:4][C:3]=1[CH3:14].CC1(C)C(C)(C)OB(C2C=CC=CC=2C(NC2SC=CN=2)=O)O1.[CH3:38][C:39]1[CH:52]=[CH:51][C:42]([C:43]([NH:45][C:46]2[S:47][CH:48]=[CH:49][N:50]=2)=[O:44])=[CH:41][C:40]=1B1OC(C)(C)C(C)(C)O1>>[S:47]1[CH:48]=[CH:49][N:50]=[C:46]1[NH:45][C:43]([C:42]1[CH:41]=[C:40]([C:2]2[CH:7]=[CH:6][C:5]([C:8]3[O:9][C:10]([CH3:13])=[N:11][N:12]=3)=[CH:4][C:3]=2[CH3:14])[C:39]([CH3:38])=[CH:52][CH:51]=1)=[O:44]. Procedure: Example 19 was prepared using 2-(4-bromo-3-methylphenyl)-5-methyl-[1,3,4]oxadiazole and 4-methyl-3-(4,4,5,5-tetramethyl-[1,3,2]dioxaborolan-2-yl-N-(thiazol-2-yl)-benzamide (Intermediate 22). Reactants: O=C(N=C=S)c1ccccc1, CO, Cc1cnc(CN)cn1, N. Product: Cc1cnc(CNC(N)=S)cn1. As a reaction SMILES: [C:10](=[O:11])([c:12]1[cH:13][cH:14][cH:15][cH:16][cH:17]1)[N:18]=[C:19]=[S:20].[CH3:22][OH:23].[NH2:1][CH2:2][c:3]1[n:4][cH:5][c:6]([CH3:9])[n:7][cH:8]1.[NH3:21]>>[NH:1]([CH2:2][c:3]1[n:4][cH:5][c:6]([CH3:9])[n:7][cH:8]1)[C:19]([NH2:18])=[S:20].